This data is from the Open Reaction Database (ORD), a public repository of structured organic reaction records. The task is: describe an organic reaction: reactants, conditions, products, and yield Reactants: BrC=1C=C(C=C2C(=CC(OC12)=O)NC1CCNCC1)Cl (8-bromo-6-chloro-4-(piperidin-4-ylamino)-chromen-2-one), C1=CC2=C(C=C1C=O)OCO2 (piperonal), C(=O)([O-])[O-].[K+].[K+] (K2CO3). The product is BrC=1C=C(C=C2C(=CC(OC12)=O)NC1CCN(CC1)CC1=CC2=C(OCO2)C=C1)Cl (8-Bromo-6-chloro-4-[1-benzo[1,3]dioxol-5-ylmethyl-piperidin-4-ylamino]chromen-2-one). Reaction SMILES: [Br:1][C:2]1[CH:3]=[C:4]([Cl:20])[CH:5]=[C:6]2[C:11]=1[O:10][C:9](=[O:12])[CH:8]=[C:7]2[NH:13][CH:14]1[CH2:19][CH2:18][NH:17][CH2:16][CH2:15]1.[CH:21]1[C:26]([CH:27]=O)=[CH:25][C:24]2[O:29][CH2:30][O:31][C:23]=2[CH:22]=1.C([O-])([O-])=O.[K+].[K+]>>[Br:1][C:2]1[CH:3]=[C:4]([Cl:20])[CH:5]=[C:6]2[C:11]=1[O:10][C:9](=[O:12])[CH:8]=[C:7]2[NH:13][CH:14]1[CH2:15][CH2:16][N:17]([CH2:27][C:26]2[CH:21]=[CH:22][C:23]3[O:31][CH2:30][O:29][C:24]=3[CH:25]=2)[CH2:18][CH2:19]1 |f:2.3.4|. Reported procedure: 8-bromo-6-chloro-4-(piperidin-4-ylamino)-chromen-2-one and piperonal were allowed to react under reductive alkylation conditions for 44 hours at room temperature, then treated with 1 M K2CO3, extracted with CH2Cl2, filtered through silica gel (5 g SepPak), rinsed with 95:5 CH2Cl2:MeOH, and concentrated. Purification by silica gel preparatory plate (0.25 mm×20 cm×20 cm) developed with 95:5 CH2Cl2:MeOH to give the title compound as a white solid (6 mg). 1H NMR (300 MHz, ppm, DMSO-d6) δ 1.6 (m, 2H)... The reactants are Cc1ccc(S(=O)(=O)OCC(CC2CCCOC2)NC(=O)OC(C)(C)C)cc1, CCOC(C)=O, [N-]=[N+]=[N-], [Na+], CN(C)C=O. Yields the product CC(C)(C)OC(=O)NC(CN=[N+]=[N-])CC1CCCOC1. As a reaction SMILES: [CH3:1][c:2]1[cH:3][cH:4][c:5]([S:6]([O:7][CH2:12][CH:13]([CH2:14][CH:15]2[CH2:16][O:17][CH2:18][CH2:19][CH2:20]2)[NH:21][C:22](=[O:23])[O:24][C:25]([CH3:26])([CH3:27])[CH3:28])(=[O:8])=[O:9])[cH:10][cH:11]1.[CH3:38][CH2:39][O:40][C:41]([CH3:42])=[O:43].[N-:29]=[N+:30]=[N-:31].[Na+:32].[O:33]=[CH:34][N:35]([CH3:36])[CH3:37]>>[CH2:12]([CH:13]([CH2:14][CH:15]1[CH2:16][O:17][CH2:18][CH2:19][CH2:20]1)[NH:21][C:22](=[O:23])[O:24][C:25]([CH3:26])([CH3:27])[CH3:28])[N:29]=[N+:30]=[N-:31]. The reactants are C(C)(C)(C)OC([C@H](CC(=O)OCC1=CC=C(C=C1)NC1=NC(=NC(=C1)C1=C(C=CC(=C1)Cl)OCC)N)NC(=O)OC(C)(C)C)=O ((S)-2-tert-butoxycarbonylamino-succinic acid 4-{4-[2-amino-6-(5-chloro-2-ethoxy-phenyl)-pyrimidin-4-ylamino]-benzyl} ester 1-tert-butyl ester), Cl (hydrogen chloride). The product is NC1=NC(=CC(=N1)NC1=CC=C(COC(C[C@@H](C(=O)O)N)=O)C=C1)C1=C(C=CC(=C1)Cl)OCC ((S)-2-Amino-succinic acid 4-{4-[2-amino-6-(5-chloro-2-ethoxy-phenyl)-pyrimidin4-ylamino]-benzyl} ester). Isolated yield 69.0%. Reaction SMILES: C([O:5][C:6](=[O:45])[C@@H:7]([NH:37]C(OC(C)(C)C)=O)[CH2:8][C:9]([O:11][CH2:12][C:13]1[CH:18]=[CH:17][C:16]([NH:19][C:20]2[CH:25]=[C:24]([C:26]3[CH:31]=[C:30]([Cl:32])[CH:29]=[CH:28][C:27]=3[O:33][CH2:34][CH3:35])[N:23]=[C:22]([NH2:36])[N:21]=2)=[CH:15][CH:14]=1)=[O:10])(C)(C)C.Cl>>[NH2:36][C:22]1[N:21]=[C:20]([NH:19][C:16]2[CH:15]=[CH:14][C:13]([CH2:12][O:11][C:9](=[O:10])[CH2:8][C@H:7]([NH2:37])[C:6]([OH:45])=[O:5])=[CH:18][CH:17]=2)[CH:25]=[C:24]([C:26]2[CH:31]=[C:30]([Cl:32])[CH:29]=[CH:28][C:27]=2[O:33][CH2:34][CH3:35])[N:23]=1. Procedure details: Following the method described in Example 64, (S)-2-tert-butoxycarbonylamino-succinic acid 4-{4-[2-amino-6-(5-chloro-2-ethoxy-phenyl)-pyrimidin-4-ylamino]-benzyl} ester 1-tert-butyl ester and hydrogen chloride provided the title compound (69% yield). 1H NMR (DMSO-d6) δ 1.39 (t, 3H, J=7.0 Hz, CH3), 3.00-3.03 (m, 2H, CH2), 4.17 (q, 2H, J=6.9 Hz, CH2), 4.24 (s, 1H, CH), 5.16 (s, 2H, CH2), 6.74 (s, 1H, Ar), 7.28 (d, 1H, J=8.9 Hz, Ar), 7.43 (d, 2H, J=8.4 Hz, Ar), 7.61-7.68 (m, 2H, Ar), 7.88 (d, 2H, J... The reactants are O (water), OC=1C=CC2=C(C(CCCC2)=O)C1 (2-hydroxy-6,7,8,9-Tetrahydro-5H-benzocyclohepten-9-one), C([O-])([O-])=O.[K+].[K+] (potassium carbonate), C(C)(C)Br (isopropyl bromide). Run in CN(C)C=O (DMF). Run at temperature 100 celsius, time 1 hour. Yields the product C(C)(C)OC=1C=CC2=C(C(CCCC2)=O)C1 (2-Isopropoxy-6,7,8,9-Tetrahydro-5H-benzocyclohepten-9-one). The yield is 92.8%. RXN SMILES: [OH:1][C:2]1[CH:3]=[CH:4][C:5]2[CH2:11][CH2:10][CH2:9][CH2:8][C:7](=[O:12])[C:6]=2[CH:13]=1.C(=O)([O-])[O-].[K+].[K+].[CH:20](Br)([CH3:22])[CH3:21].O>CN(C=O)C>[CH:20]([O:1][C:2]1[CH:3]=[CH:4][C:5]2[CH2:11][CH2:10][CH2:9][CH2:8][C:7](=[O:12])[C:6]=2[CH:13]=1)([CH3:22])[CH3:21] |f:1.2.3|. Procedure: To a suspension of 2-hydroxy-6,7,8,9-Tetrahydro-5H-benzocyclohepten-9-one (9.69 g, 56.3 mmol) and potassium carbonate (23.3 g, 0.17 mol) in DMF (60 ml) was added dropwise, under ice-cooling, isopropyl bromide (34.6 g, 0.28 mol). The reaction mixture was stirred for one hour at 100° C., which was poured into water, followed by extraction of the organic substance with ethyl acetate. The extract solution was washed with brine and water, which was dried over anhydrous magnesium sulfate, followed by ... Starting materials: CS(C)=O, N#Cc1cnc(Nc2c(F)cc(F)cc2F)c2c1[nH]c1ccc(F)cc12, [K+], [K+], O=C([O-])[O-], OO. The product is NC(=O)c1cnc(Nc2c(F)cc(F)cc2F)c2c1[nH]c1ccc(F)cc12. As a reaction SMILES: [CH3:35][S:36]([CH3:37])=[O:38].[F:1][c:2]1[cH:3][c:4]2[c:5]3[c:6]([nH:7][c:8]2[cH:9][cH:10]1)[c:11]([C:25]#[N:26])[cH:12][n:13][c:14]3[NH:15][c:16]1[c:17]([F:24])[cH:18][c:19]([F:23])[cH:20][c:21]1[F:22].[K+:27].[K+:28].[O-:29][C:30]([O-:31])=[O:32].[OH:33][OH:34]>>[F:1][c:2]1[cH:3][c:4]2[c:5]3[c:6]([nH:7][c:8]2[cH:9][cH:10]1)[c:11]([C:25]([NH2:26])=[O:29])[cH:12][n:13][c:14]3[NH:15][c:16]1[c:17]([F:24])[cH:18][c:19]([F:23])[cH:20][c:21]1[F:22]. The reactants are NC1=C(OC2=NC(=C(C=C21)C2=CC=C(C=C2)Cl)C2=C(C=C(C=C2)Cl)Cl)C(=O)C=2C=NC=CC2 ([3-Amino-5-(4-chlorophenyl)-6-(2,4-dichlorophenyl)furo[2,3-b]pyridin-2-yl](pyridin-3-yl)methanone), C1CCOC1 (THF), [H-].[Na+] (sodium hydride), C1CCOC1 (THF), CN(S(=O)(=O)Cl)C (Dimethylsulfamoyl chloride). Run at temperature 0 celsius, time 30 minute. The product is ClC1=CC=C(C=C1)C=1C=C2C(=NC1C1=C(C=C(C=C1)Cl)Cl)OC(=C2NC(N(C)C)=O)C(=O)C=2C=NC=CC2 (N′-[5-(4-Chlorophenyl)-6-(2,4-dichlorophenyl)-2-(pyridin-3-ylcarbonyl)furo[2,3-b]pyridin-3-yl]-N,N-dimethylurea). Reaction SMILES: [H-].[Na+].[NH2:3][C:4]1[C:12]2[C:7](=[N:8][C:9]([C:20]3[CH:25]=[CH:24][C:23]([Cl:26])=[CH:22][C:21]=3[Cl:27])=[C:10]([C:13]3[CH:18]=[CH:17][C:16]([Cl:19])=[CH:15][CH:14]=3)[CH:11]=2)[O:6][C:5]=1[C:28]([C:30]1[CH:31]=[N:32][CH:33]=[CH:34][CH:35]=1)=[O:29].[CH3:36][N:37]([CH3:42])S(Cl)(=O)=O.C1[CH2:47][O:46]CC1>>[Cl:19][C:16]1[CH:15]=[CH:14][C:13]([C:10]2[CH:11]=[C:12]3[C:4]([NH:3][C:47](=[O:46])[N:37]([CH3:42])[CH3:36])=[C:5]([C:28]([C:30]4[CH:31]=[N:32][CH:33]=[CH:34][CH:35]=4)=[O:29])[O:6][C:7]3=[N:8][C:9]=2[C:20]2[CH:25]=[CH:24][C:23]([Cl:26])=[CH:22][C:21]=2[Cl:27])=[CH:18][CH:17]=1 |f:0.1|. Reported procedure: To a suspension of sodium hydride (0.004 g; 60% dispersion; 0.111 mmol) in THF (0.5 mL) at 0° C. was added a solution of 0.050 g 0.101 mmol) of the product from Example 26 (in THF (0.5 mL) and the reaction mixture was stirred at 0° C. for 30 minutes. Dimethylsulfamoyl chloride (9 μL; 0.101 mmol) was added dropwise and the reaction was then stirred at room temperature for an additional 5 hours. The reaction was quenched with saturated NaHCO3 solution. The reaction mixture was partitioned between ... Product: CN (methylamine), C1(=CC=CC=C1)CCCCCOC1=C(C=C(C=C1)C=C[N+](=O)[O-])OC (1-(5-Phenylpentyloxy)-2-methoxy-4-(2-nitro-vinyl)-benzene). The reactants are C1(=CC=CC=C1)CCCCCOC1=C(C=C(C=O)C=C1)OC (4-(5-phenylpentyloxy)-3-methoxy-benzaldehyde), C(C)O (ethanol), C(C)(=O)O (acetic acid), [N+](=O)([O-])C (nitromethane). Reaction SMILES: [C:1]1([CH2:7][CH2:8][CH2:9][CH2:10][CH2:11][O:12][C:13]2[CH:20]=[CH:19][C:16]([CH:17]=O)=[CH:15][C:14]=2[O:21][CH3:22])[CH:6]=[CH:5][CH:4]=[CH:3][CH:2]=1.C(O)C.C(O)(=O)C.[N+:30]([CH3:33])([O-:32])=[O:31]>CO>[CH3:33][NH2:30].[C:1]1([CH2:7][CH2:8][CH2:9][CH2:10][CH2:11][O:12][C:13]2[CH:20]=[CH:19][C:16]([CH:17]=[CH:33][N+:30]([O-:32])=[O:31])=[CH:15][C:14]=2[O:21][CH3:22])[CH:6]=[CH:5][CH:4]=[CH:3][CH:2]=1. Reported procedure: Operating analogously to example 2 using 4-(5-phenylpentyloxy)-3-methoxy-benzaldehyde (21 g, 73.4 mmoles), obtained as described in example 21, in methanol (86 ml), 8.03M methylamine in ethanol (1.92 ml, 15.4 mmoles), acetic acid (0.88 ml, 15.4 mmoles) and nitromethane (4.34 ml, 80.7 mmoles) 20 g of the title product were obtained (yield: 80%). Solvent: CO (methanol).